This data is from the Open Reaction Database (ORD), a public repository of structured organic reaction records. The task is: describe an organic reaction: reactants, conditions, products, and yield The reactants are NC1=NC(CF)(c2ccccc2F)C2CC(F)(F)CC2(CF)O1, O=[N+]([O-])C1=CC=CON1. Yields the product NC1=NC(CF)(c2cc([N+](=O)[O-])ccc2F)C2CC(F)(F)CC2(CF)O1. Reaction SMILES: [F:10][C:11]1([F:32])[CH2:12][C:13]2([CH2:30][F:31])[CH:14]([C:15]([c:20]3[c:21]([F:26])[cH:22][cH:23][cH:24][cH:25]3)([CH2:27][F:28])[N:16]=[C:17]([NH2:19])[O:18]2)[CH2:29]1.[N+:1](=[O:2])([O-:3])[C:4]1=[CH:9][CH:8]=[CH:7][O:6][NH:5]1>>[N+:1](=[O:2])([O-:3])[c:24]1[cH:23][cH:22][c:21]([F:26])[c:20]([C:15]2([CH2:27][F:28])[CH:14]3[C:13]([CH2:30][F:31])([CH2:12][C:11]([F:10])([F:32])[CH2:29]3)[O:18][C:17]([NH2:19])=[N:16]2)[cH:25]1. Procedure details: To a solution of the ester from Step D (48.8 g, 255 mmol) in 400 mL of dry THF under argon at room temperature was added lithium borohydride (255 mL, 510 mmol, 2M THF) over 5 minutes. After 1.5 hours, the reaction was warmed to reflux for 0.5 hours, then cooled to room temperature. The solution was poured into EtOAc/IN HCl soln. [CAUTION], and the layers were separated. The organic layer was washed with water, sat Na2CO3 soln. and brine (4x), dried (Na2SO4), and concentrated in vacuo to provide ... Isolated yield 87.2%. RXN SMILES: [C:1]([C:3]1[CH:12]=[CH:11][C:6]([C:7](OC)=[O:8])=[CH:5][C:4]=1[O:13][CH3:14])#[N:2].[BH4-].[Li+].CCOC(C)=O>C1COCC1.Cl>[C:1]([C:3]1[CH:12]=[CH:11][C:6]([CH2:7][OH:8])=[CH:5][C:4]=1[O:13][CH3:14])#[N:2] |f:1.2|. The solvent is C1CCOC1 (THF), Cl (HCl). Starting materials: C(#N)C1=C(C=C(C(=O)OC)C=C1)OC (Methyl 4-Cyano-3-methoxybenzoate), [BH4-].[Li+] (lithium borohydride), CCOC(=O)C (EtOAc). The product is C(#N)C1=C(C=C(CO)C=C1)OC (4-Cyano-3-methoxybenzyl Alcohol). Run at time 1.5 hour. Starting materials: CN1CC=2N(C3=C(C1=O)C=CC=C3)C=NC2C(N)=S (5-methyl-6-oxo-5,6-dihydro-4H-imidazo[1,5-a][1,4]benzodiazepine-3-thiocarboxamide), ClCC(CCl)=O (1,3-dichloro-2-propanone). The solvent is O1CCOCC1 (dioxan). Yields the product ClCC=1N=C(SC1)C=1N=CN2C1CN(C(C1=C2C=CC=C1)=O)C (3-(4-chloromethyl-thiazol-2-yl)-5-methyl-5,6-dihydro-4H-imidazo[1,5-a][1,4]benzodiazepin-6-one). The yield is 49.6%. As a reaction SMILES: [CH3:1][N:2]1[C:8](=[O:9])[C:7]2[CH:10]=[CH:11][CH:12]=[CH:13][C:6]=2[N:5]2[CH:14]=[N:15][C:16]([C:17](=[S:19])[NH2:18])=[C:4]2[CH2:3]1.[Cl:20][CH2:21][C:22](=O)[CH2:23]Cl>O1CCOCC1>[Cl:20][CH2:21][C:22]1[N:18]=[C:17]([C:16]2[N:15]=[CH:14][N:5]3[C:6]4[CH:13]=[CH:12][CH:11]=[CH:10][C:7]=4[C:8](=[O:9])[N:2]([CH3:1])[CH2:3][C:4]=23)[S:19][CH:23]=1. Reported procedure: A yellow suspension of 8.60 g (0.0316 mol) of 5-methyl-6-oxo-5,6-dihydro-4H-imidazo[1,5-a][1,4]benzodiazepine-3-thiocarboxamide in 200 ml of dioxan was treated with 4.41 g (0.0347 mol) of 1,3-dichloro-2-propanone. The suspension was boiled at reflux for 3 hrs., cooled and filtered. The solution was boiled at reflux for a further 16 hrs., cooled and suction filtered. The product was recrystallized from hot acetonitrile. There were obtained 5.4 g (65%) of 3-(4-chloromethyl-thiazol-2-yl)-5-methyl-5... Reactants: BrC1=CC=C(C=C1)C=1NC(=CN1)C(F)(F)F (2-(4-bromophenyl)-5-(trifluoromethyl)-1H-imidazole), C(C1=CC=CC=C1)Br (benzyl bromide), C([O-])([O-])=O.[K+].[K+] (potassium carbonate), CN(C=O)C (N,N-dimethylformamide). Run in CCOCC (ether), O (water). Conditions: time 8 hour. Yields the product C(C1=CC=CC=C1)N1C(=NC(=C1)C(F)(F)F)C1=CC=C(C=C1)Br (1-benzyl-2-(4-bromophenyl)-4-(trifluoromethyl)-1H-imidazole). Isolated yield 86.5%. Reaction SMILES: [Br:1][C:2]1[CH:7]=[CH:6][C:5]([C:8]2[NH:9][C:10]([C:13]([F:16])([F:15])[F:14])=[CH:11][N:12]=2)=[CH:4][CH:3]=1.[CH2:17](Br)[C:18]1[CH:23]=[CH:22][CH:21]=[CH:20][CH:19]=1.C(=O)([O-])[O-].[K+].[K+].CN(C)C=O>CCOCC.O>[CH2:17]([N:12]1[CH:11]=[C:10]([C:13]([F:14])([F:16])[F:15])[N:9]=[C:8]1[C:5]1[CH:4]=[CH:3][C:2]([Br:1])=[CH:7][CH:6]=1)[C:18]1[CH:23]=[CH:22][CH:21]=[CH:20][CH:19]=1 |f:2.3.4|. Reported procedure: A mixture of 2-(4-bromophenyl)-5-(trifluoromethyl)-1H-imidazole (3 g), benzyl bromide (3.52 g), potassium carbonate (2.85 g) and N,N-dimethylformamide (30 mL) was stirred at room temperature overnight. To the reaction mixture were added water and ether, and the liquids were separated. The organic layer was separated, washed with water and then with saturated brine, dried over anhydrous sodium sulfate, and concentrated under reduced pressure. The obtained residue was dissolved in toluene, and pur... Starting materials: CC1=C(C(=CC=C1)C)NC(CN1CCN(CC1)C=O)=O (N-(2,6-dimethylphenyl)-4-formyl-1-piperazineacetamide), Cl (HCl). Solvent: CO (methanol). Yields the product O.Cl.Cl.CC1=C(C(=CC=C1)C)NC(CN1CCNCC1)=O (N-(2,6-Dimethylphenyl)-1-piperazineacetamide Dihydrochloride Hydrate). Yield: 98.0%. As a reaction SMILES: [CH3:1][C:2]1[CH:7]=[CH:6][CH:5]=[C:4]([CH3:8])[C:3]=1[NH:9][C:10](=[O:20])[CH2:11][N:12]1[CH2:17][CH2:16][N:15](C=[O:19])[CH2:14][CH2:13]1.[ClH:21]>CO>[OH2:19].[ClH:21].[ClH:21].[CH3:8][C:4]1[CH:5]=[CH:6][CH:7]=[C:2]([CH3:1])[C:3]=1[NH:9][C:10](=[O:20])[CH2:11][N:12]1[CH2:13][CH2:14][NH:15][CH2:16][CH2:17]1 |f:3.4.5.6|. Reported procedure: N-(2,6-dimethylphenyl)-4-formyl-1-piperazineacetamide (17.70 g, 64.0 mmol) was dissolved in a mixture of methanol (500 mL) and 1N HCl (130 mL) under nitrogen. The mixture was refluxed for 7 h before it was cooled, concentrated and partitioned between ethyl acetate and water. The aqueous phase was then separated away from the organic phase and evaporated down to dryness. There was isolated 21.00 g (98%) of the title compound as a white solid, m.p. 185°-195° C. (sealed tube); 1H NMR (300 MHz, D2O)... Reactants: Nc1cc(-c2ccccc2OC(F)F)n[nH]1, O=C(O)C1CC1CN1CCCCC1. Yields the product O=C(Nc1cc(-c2ccccc2OC(F)F)n[nH]1)C1CC1CN1CCCCC1. RXN SMILES: [F:14][CH:15]([O:16][c:17]1[c:18](-[c:23]2[cH:24][c:25]([NH2:28])[nH:26][n:27]2)[cH:19][cH:20][cH:21][cH:22]1)[F:29].[N:1]1([CH2:7][CH:8]2[CH:9]([C:11](=[O:12])[OH:13])[CH2:10]2)[CH2:2][CH2:3][CH2:4][CH2:5][CH2:6]1>>[N:1]1([CH2:7][CH:8]2[CH:9]([C:11](=[O:13])[NH:28][c:25]3[cH:24][c:23](-[c:18]4[c:17]([O:16][CH:15]([F:14])[F:29])[cH:22][cH:21][cH:20][cH:19]4)[n:27][nH:26]3)[CH2:10]2)[CH2:2][CH2:3][CH2:4][CH2:5][CH2:6]1. Starting materials: Cc1ccccc1, CCC(NCCCC(=O)OC)C(N)=O. Product: CCC(C(N)=O)N1CCCC1=O. As a reaction SMILES: [CH3:15][c:16]1[cH:17][cH:18][cH:19][cH:20][cH:21]1.[CH3:1][O:2][C:3]([CH2:4][CH2:5][CH2:6][NH:7][CH:8]([CH2:9][CH3:10])[C:11]([NH2:12])=[O:13])=[O:14]>>[O:2]=[C:3]1[CH2:4][CH2:5][CH2:6][N:7]1[CH:8]([CH2:9][CH3:10])[C:11]([NH2:12])=[O:13]. Reactants: IC1=C2C(=NC=C1)N(N=C2)C(C2=CC=CC=C2)(C2=CC=CC=C2)C2=CC=CC=C2 (4-iodo-1-trityl-pyrazolo[5,4-b]pyridine), N1=NCC=C1 (3H-pyrazole), C(=O)([O-])[O-].[Na+].[Na+] (Na2CO3). The reagents and catalysts are C=1C=CC(=CC1)[P](C=2C=CC=CC2)(C=3C=CC=CC3)[Pd]([P](C=4C=CC=CC4)(C=5C=CC=CC5)C=6C=CC=CC6)([P](C=7C=CC=CC7)(C=8C=CC=CC8)C=9C=CC=CC9)[P](C=1C=CC=CC1)(C=1C=CC=CC1)C=1C=CC=CC1 (tetrakis(triphenylphosphine)palladium(0)). The solvent is COCCOC (DME), CCOC(=O)C (EtOAc), O (water). Conditions: temperature 150 celsius. Product: N1N=CC(=C1)C1=C2C(=NC=C1)N(N=C2)C(C2=CC=CC=C2)(C2=CC=CC=C2)C2=CC=CC=C2 (4-(1H-pyrazol-4-yl)-1-trityl-1H-pyrazolo[3,4-b]pyridine). Isolated yield 48.5%. RXN SMILES: I[C:2]1[CH:7]=[CH:6][N:5]=[C:4]2[N:8]([C:11]([C:24]3[CH:29]=[CH:28][CH:27]=[CH:26][CH:25]=3)([C:18]3[CH:23]=[CH:22][CH:21]=[CH:20][CH:19]=3)[C:12]3[CH:17]=[CH:16][CH:15]=[CH:14][CH:13]=3)[N:9]=[CH:10][C:3]=12.[N:30]1[CH:34]=[CH:33][CH2:32][N:31]=1.C([O-])([O-])=O.[Na+].[Na+]>COCCOC.CCOC(C)=O.O.C1C=CC([P]([Pd]([P](C2C=CC=CC=2)(C2C=CC=CC=2)C2C=CC=CC=2)([P](C2C=CC=CC=2)(C2C=CC=CC=2)C2C=CC=CC=2)[P](C2C=CC=CC=2)(C2C=CC=CC=2)C2C=CC=CC=2)(C2C=CC=CC=2)C2C=CC=CC=2)=CC=1>[NH:30]1[CH:34]=[C:33]([C:2]2[CH:7]=[CH:6][N:5]=[C:4]3[N:8]([C:11]([C:24]4[CH:25]=[CH:26][CH:27]=[CH:28][CH:29]=4)([C:12]4[CH:13]=[CH:14][CH:15]=[CH:16][CH:17]=4)[C:18]4[CH:19]=[CH:20][CH:21]=[CH:22][CH:23]=4)[N:9]=[CH:10][C:3]=23)[CH:32]=[N:31]1 |f:2.3.4,^1:57,59,78,97|. Procedure: A mixture of 4-iodo-1-trityl-pyrazolo[5,4-b]pyridine (1.404 g, 2.880 mmol), 444,4,5,5-tetramethyl-1,3,2-dioxaborolan-2-yl)-3H-pyrazole (950 mg, 4.896 mmol) and tetrakis(triphenylphosphine)palladium(0) (166.4 mg, 0.1440 mmol) in DME (20 mL) was treated with Na2CO3 (5.559 g, 5.040 mL of 2 M, 10.08 mmol) and heated in the microwave for 60 minutes at 150° C. The reaction mixture was diluted with EtOAc and water and the layers separated. The organics were dried (MgSO4), filtered and concentrated and ...